From a dataset of the Open Reaction Database (ORD), a public repository of structured organic reaction records. describe an organic reaction: reactants, conditions, products, and yield Starting materials: Cl.ClCC=1C=NC2=CC(=CC=C2C1)OCC (3-(Chloromethyl)-7-ethoxyquinoline hydrochloride), COC=1C=C2C=C(N=C(C2=CC1OC)C)O (6,7-dimethoxy-1-methylisoquinolin-3-ol), COC=1C=C2C=C(N=C(C2=CC1OC)C)O (6,7-Dimethoxy-1-methylisoquinolin-3-ol), [OH-].[K+] (KOH). Run in O (H2O), CCOC(=O)C (EtOAc), C1(=CC=CC=C1)C (toluene). Reaction conditions: temperature 150 celsius, time 1.5 hour. Product: C(C)OC1=CC=C2C=C(C=NC2=C1)CC1=C(N=C(C2=CC(=C(C=C12)OC)OC)C)O (4-((7-ethoxyquinolin-3-yl)methyl)-6,7-dimethoxy-1-methylisoquinolin-3-ol). Reaction SMILES: [CH3:1][O:2][C:3]1[CH:4]=[C:5]2[C:10](=[CH:11][C:12]=1[O:13][CH3:14])[C:9]([CH3:15])=[N:8][C:7]([OH:16])=[CH:6]2.[OH-].[K+].Cl.Cl[CH2:21][C:22]1[CH:23]=[N:24][C:25]2[C:30]([CH:31]=1)=[CH:29][CH:28]=[C:27]([O:32][CH2:33][CH3:34])[CH:26]=2>C1(C)C=CC=CC=1.O.CCOC(C)=O>[CH2:33]([O:32][C:27]1[CH:26]=[C:25]2[C:30]([CH:31]=[C:22]([CH2:21][C:6]3[C:5]4[C:10](=[CH:11][C:12]([O:13][CH3:14])=[C:3]([O:2][CH3:1])[CH:4]=4)[C:9]([CH3:15])=[N:8][C:7]=3[OH:16])[CH:23]=[N:24]2)=[CH:29][CH:28]=1)[CH3:34] |f:1.2,3.4|. Procedure: To a solution of 6,7-dimethoxy-1-methylisoquinolin-3-ol CCH 18060 (112 mg, 511 μmol) in toluene (15 mL) in a 20 mL microwave vial equipped with a magnetic stirrer was added a 2 N aq. KOH solution (0.48 mL, 0.96 mmol) at RT followed by CCH 29190 (110 mg, 426 μmol) and the mixture was stirred at 150° C. for 1.5 h under microwave irradiation. After cooling to RT, the mixture was diluted with H2O (10 mL) before extraction with EtOAc (50 mL). The organic phase was isolated and the aqueous phase was f...